From a dataset of the Open Reaction Database (ORD), a public repository of structured organic reaction records. describe an organic reaction: reactants, conditions, products, and yield Yields the product Nc1ncnn2c(-c3cccc(CCl)c3)cc(-c3ccc4cn(Cc5ccccc5)nc4c3)c12. Reactants: Nc1ncnn2c(-c3cccc(CO)c3)cc(-c3ccc4cn(Cc5ccccc5)nc4c3)c12, C1COCCO1, O=S(Cl)Cl, c1ccncc1. Reaction SMILES: [NH2:1][c:2]1[n:3][cH:4][n:5][n:6]2[c:7]1[c:8](-[c:19]1[cH:20][cH:21][c:22]3[cH:23][n:24]([CH2:28][c:29]4[cH:30][cH:31][cH:32][cH:33][cH:34]4)[n:25][c:26]3[cH:27]1)[cH:9][c:10]2-[c:11]1[cH:12][c:13]([CH2:17][OH:18])[cH:14][cH:15][cH:16]1.[O:45]1[CH2:46][CH2:47][O:48][CH2:49][CH2:50]1.[S:35]([Cl:36])([Cl:37])=[O:38].[cH:39]1[cH:40][cH:41][n:42][cH:43][cH:44]1>>[NH2:1][c:2]1[n:3][cH:4][n:5][n:6]2[c:7]1[c:8](-[c:19]1[cH:20][cH:21][c:22]3[cH:23][n:24]([CH2:28][c:29]4[cH:30][cH:31][cH:32][cH:33][cH:34]4)[n:25][c:26]3[cH:27]1)[cH:9][c:10]2-[c:11]1[cH:12][c:13]([CH2:17][Cl:37])[cH:14][cH:15][cH:16]1. Reactants: C#CCOC1CCCCO1, CCNCC, ClCCl, [Cu]I, Nc1ccc(I)cn1, O. Yields the product Nc1ccc(C#CCOC2CCCCO2)cn1. Reaction SMILES: [CH2:1]([C:2]#[CH:3])[O:4][CH:5]1[O:6][CH2:7][CH2:8][CH2:9][CH2:10]1.[CH2:23]([NH:24][CH2:25][CH3:26])[CH3:27].[Cl:20][CH2:21][Cl:22].[Cu:28][I:29].[I:11][c:12]1[cH:13][cH:14][c:15]([NH2:18])[n:16][cH:17]1.[OH2:19]>>[CH2:1]([C:2]#[C:3][c:12]1[cH:13][cH:14][c:15]([NH2:18])[n:16][cH:17]1)[O:4][CH:5]1[O:6][CH2:7][CH2:8][CH2:9][CH2:10]1. Starting materials: N(=CC=1C=CC=CC1)N(C)C. The reagents and catalysts are O1B(OC(C)(C)C1(C)C)B2OC(C)(C)C(O2)(C)C, O1BOC(C)(C)C1(C)C, N=1C=CC=CC1C=NN(CC=2C=CC=CC2)CC=3C=CC=CC3, C[OH2+].C[OH2+].C1CC=CCCC=C1.C1CC=CCCC=C1.[Ir].[Ir]. The solvent is O1CCCC1. Conditions: temperature 80 celsius, time 16 hour. Product: N(=CC=1C=CC=CC1B2OC(C)(C)C(O2)(C)C)N(C)C. Yield: 80.0%. Procedure details: Following the general procedure, column chromatography in neutral alumina (EtOAc/n-hexane 1:10) afforded 11a (110 mg, 80 %) as a yellow oil. Reactants: C1CNCCN1, Cc1ccccc1, O=[N+]([O-])c1cc(F)c(F)cc1Cl. The product is O=[N+]([O-])c1cc(F)c(N2CCNCC2)cc1Cl. RXN SMILES: [CH2:13]1[CH2:14][NH:15][CH2:16][CH2:17][NH:18]1.[CH3:19][c:20]1[cH:21][cH:22][cH:23][cH:24][cH:25]1.[Cl:1][c:2]1[c:3]([N+:10](=[O:11])[O-:12])[cH:4][c:5]([F:9])[c:6]([F:8])[cH:7]1>>[Cl:1][c:2]1[c:3]([N+:10](=[O:11])[O-:12])[cH:4][c:5]([F:9])[c:6]([N:15]2[CH2:14][CH2:13][NH:18][CH2:17][CH2:16]2)[cH:7]1. Reactants: BrC1=C(C(=CC=C1)F)N1N=C2C(=CN(C=3C=CC=CC23)CC2=C(C=C(C=C2)N2N=CC=C2)F)C1=O (2-(2-bromo-6-fluorophenyl)-5-{[2-fluoro-4-(1H-pyrazol-1-yl)phenyl]methyl}-2,5-dihydro-3H-pyrazolo[4,3-C]quinolin-3-one), CN(C=O)C (N,N-dimethylformamide), C([O-])([O-])=O.[Na+].[Na+] (sodium carbonate). Reagents/catalysts: CC(C)([P](C(C)(C)C)([Pd][P](C(C)(C)C)(C(C)(C)C)C(C)(C)C)C(C)(C)C)C (bis(tri-tert-butylphosphine)palladium(0)), [C-]#N.[Zn+2].[C-]#N (zinc(II) cyanide). Conditions: time 1 hour. Yields the product FC=1C(=C(C#N)C=CC1)N1N=C2C(=CN(C=3C=CC=CC23)CC2=CC=C(C=C2)N2N=CC=C2)C1=O (3-Fluoro-2-(3-oxo-5-{[4-(1H-pyrazol-1-yl)phenyl]methyl}-3,5-dihydro-2H-pyrazolo[4,3-c]quinolin-2-yl)benzonitrile). As a reaction SMILES: Br[C:2]1[CH:7]=[CH:6][CH:5]=[C:4]([F:8])[C:3]=1[N:9]1[C:34](=[O:35])[C:12]2=[CH:13][N:14]([CH2:21][C:22]3[CH:27]=[CH:26][C:25]([N:28]4[CH:32]=[CH:31][CH:30]=[N:29]4)=[CH:24][C:23]=3F)[C:15]3[CH:16]=[CH:17][CH:18]=[CH:19][C:20]=3[C:11]2=[N:10]1.C(=O)([O-])[O-].[Na+].[Na+].[CH3:42][N:43](C)C=O>[C-]#N.[Zn+2].[C-]#N.CC(C)([P](C(C)(C)C)([Pd][P](C(C)(C)C)(C(C)(C)C)C(C)(C)C)C(C)(C)C)C>[F:8][C:4]1[C:3]([N:9]2[C:34](=[O:35])[C:12]3=[CH:13][N:14]([CH2:21][C:22]4[CH:23]=[CH:24][C:25]([N:28]5[CH:32]=[CH:31][CH:30]=[N:29]5)=[CH:26][CH:27]=4)[C:15]4[CH:16]=[CH:17][CH:18]=[CH:19][C:20]=4[C:11]3=[N:10]2)=[C:2]([CH:7]=[CH:6][CH:5]=1)[C:42]#[N:43] |f:1.2.3,5.6.7,^1:54,60|. Procedure details: 2-(2-Bromo-6-fluorophenyl)-5-{[2-fluoro-4-(1H-pyrazol-1-yl)phenyl]methyl}-2,5-dihydro-3H-pyrazolo[4,3-c]quinolin-3-one (Example 666, 0.10 g, 0.19 mmol) and zinc(II) cyanide (46 mg, 0.39 mmol, 2 equiv) were dissolved in N,N-dimethylformamide (3.5 mL). The mixture was degassed, treated with bis(tri-tert-butylphosphine)palladium(0) (15 mg, 0.029 mmol, 0.15 equiv) and placed into an oil bath preheated to 100° C. for 1 hour. The mixture was cooled to ambient temperature, poured into sodium carbonate ... The reactants are C(C)(C)(C)OC(=O)N1[C@@H](CC(C1)=NOC)C(=O)O ((2S,4EZ)-1-(tert-butoxycarbonyl)-4-(methoxyimino)-2-pyrrolidinecarboxylic acid), C1(=CC=C(C=C1)C(=O)Cl)C1=CC=CC=C1 ([1,1′-biphenyl]-4-carbonyl chloride), NCC(COC1=CC=C(C=C1)NC(C)=O)O (N-(4-{[(2RS)-3-amino-2-hydroxypropyl]oxy}phenyl)acetamide). Yields the product C(C)(=O)NC1=CC=C(OCC(CNC(=O)[C@H]2N(CC(C2)=NOC)C(=O)C2=CC=C(C=C2)C2=CC=CC=C2)O)C=C1 ((2S-4EZ)-N-{(2RS)-3-[4-(acetylamino)phenoxy]-2-hydroxypropyl}-1-([1,1′-biphenyl]-4-ylcarbonyl)-4-(methoxyimino)-2-pyrrolidinecarboxamide). RXN SMILES: C(O[C:6]([N:8]1[CH2:12][C:11](=[N:13][O:14][CH3:15])[CH2:10][C@H:9]1[C:16]([OH:18])=O)=[O:7])(C)(C)C.[C:19]1([C:28]2[CH:33]=[CH:32][CH:31]=[CH:30][CH:29]=2)[CH:24]=[CH:23][C:22](C(Cl)=O)=[CH:21][CH:20]=1.[NH2:34][CH2:35][CH:36]([OH:49])[CH2:37][O:38][C:39]1[CH:44]=[CH:43][C:42]([NH:45][C:46](=[O:48])[CH3:47])=[CH:41][CH:40]=1>>[C:46]([NH:45][C:42]1[CH:43]=[CH:44][C:39]([O:38][CH2:37][CH:36]([OH:49])[CH2:35][NH:34][C:16]([C@@H:9]2[CH2:10][C:11](=[N:13][O:14][CH3:15])[CH2:12][N:8]2[C:6]([C:31]2[CH:30]=[CH:29][C:28]([C:19]3[CH:20]=[CH:21][CH:22]=[CH:23][CH:24]=3)=[CH:33][CH:32]=2)=[O:7])=[O:18])=[CH:40][CH:41]=1)(=[O:48])[CH3:47]. Procedure: Following the general method as outlined in Example 22, starting from (2S,4EZ)-1-(tert-butoxycarbonyl)-4-(methoxyimino)-2-pyrrolidinecarboxylic acid, [1,1′-biphenyl]-4-carbonyl chloride, and N-(4-{[(2RS)-3-amino-2-hydroxypropyl]oxy}phenyl)acetamide, the title compound was obtained in 79% purity by HPLC. MS(ESI+): m/z=545. Starting materials: S(=O)(Cl)Cl (thionyl chloride), OCC1=C(C=C(C=C1)CO)C (2,5-bis(hydroxymethyl)toluene), ClCCl (dichloromethane), resultant mixture. The product is ClCC1=C(C=C(C=C1)CCl)C (2,5-bis(chloromethyl)toluene). Yield: 72.0%. Reaction SMILES: O[CH2:2][C:3]1[CH:8]=[CH:7][C:6](CO)=[CH:5][C:4]=1[CH3:11].S(Cl)([Cl:14])=O.Cl[CH2:17][Cl:18]>>[Cl:14][CH2:2][C:3]1[CH:8]=[CH:7][C:6]([CH2:17][Cl:18])=[CH:5][C:4]=1[CH3:11]. Procedure details: A 200 ml round-bottomed flask was charged with the entire amount (2.7 g) of the above 2,5-bis(hydroxymethyl)toluene, and 60 ml of dichloromethane was added thereto and suspended therein by stirring the mixture. Added dropwise thereto was 4 ml (5.5 mmol) of thionyl chloride, and the resultant mixture was stirred at room temperature for 3 hours and subjected to extraction by adding 50 ml of water. An organic layer formed was washed with water and with salt water, and the solvent was distilled off....